This data is from the Open Reaction Database (ORD), a public repository of structured organic reaction records. The task is: describe an organic reaction: reactants, conditions, products, and yield Starting materials: CN1CCCC1=O, NCC1CC1, Nc1ccc(OS(=O)(=O)c2ccc(F)cc2)cc1[N+](=O)[O-], O. Product: Nc1ccc(OS(=O)(=O)c2ccc(NCC3CC3)cc2)cc1[N+](=O)[O-]. Reaction SMILES: [CH3:28][N:29]1[CH2:30][CH2:31][CH2:32][C:33]1=[O:34].[CH:22]1([CH2:25][NH2:26])[CH2:23][CH2:24]1.[NH2:1][c:2]1[c:3]([N+:19](=[O:20])[O-:21])[cH:4][c:5]([O:8][S:9](=[O:10])(=[O:11])[c:12]2[cH:13][cH:14][c:15]([F:18])[cH:16][cH:17]2)[cH:6][cH:7]1.[OH2:27]>>[NH2:1][c:2]1[c:3]([N+:19](=[O:20])[O-:21])[cH:4][c:5]([O:8][S:9](=[O:10])(=[O:11])[c:12]2[cH:13][cH:14][c:15]([NH:26][CH2:25][CH:22]3[CH2:23][CH2:24]3)[cH:16][cH:17]2)[cH:6][cH:7]1. The reactants are O=C(NCC(F)(F)F)C1(CCCCBr)c2ccccc2-c2ccccc21, FC(F)(F)c1ccc(N2CCNCC2)nc1. Yields the product O=C(NCC(F)(F)F)C1(CCCCN2CCN(c3ccc(C(F)(F)F)cn3)CC2)c2ccccc2-c2ccccc21. RXN SMILES: [F:17][C:18]([CH2:19][NH:20][C:21](=[O:22])[C:23]1([CH2:36][CH2:37][CH2:38][CH2:39][Br:40])[c:24]2[cH:25][cH:26][cH:27][cH:28][c:29]2-[c:30]2[cH:31][cH:32][cH:33][cH:34][c:35]21)([F:41])[F:42].[F:1][C:2]([c:3]1[cH:4][cH:5][c:6]([N:9]2[CH2:10][CH2:11][NH:12][CH2:13][CH2:14]2)[n:7][cH:8]1)([F:15])[F:16]>>[F:1][C:2]([c:3]1[cH:4][cH:5][c:6]([N:9]2[CH2:10][CH2:11][N:12]([CH2:39][CH2:38][CH2:37][CH2:36][C:23]3([C:21]([NH:20][CH2:19][C:18]([F:17])([F:41])[F:42])=[O:22])[c:24]4[cH:25][cH:26][cH:27][cH:28][c:29]4-[c:30]4[cH:31][cH:32][cH:33][cH:34][c:35]43)[CH2:13][CH2:14]2)[n:7][cH:8]1)([F:15])[F:16]. The reactants are CC(C)(C)OC(=O)Nc1cc(F)ccc1Br, CN(C)C=O, [H-], CI, [Na+]. The product is CN(C(=O)OC(C)(C)C)c1cc(F)ccc1Br. As a reaction SMILES: [C:1]([CH3:2])([CH3:3])([CH3:4])[O:5][C:6]([NH:7][c:8]1[c:9]([Br:15])[cH:10][cH:11][c:12]([F:14])[cH:13]1)=[O:16].[CH3:21][N:22]([CH3:23])[CH:24]=[O:25].[H-:17].[I:19][CH3:20].[Na+:18]>>[C:1]([CH3:2])([CH3:3])([CH3:4])[O:5][C:6]([N:7]([c:8]1[c:9]([Br:15])[cH:10][cH:11][c:12]([F:14])[cH:13]1)[CH3:20])=[O:16]. Reactants: ice water, ClC=1N=CNC1Cl (4,5-dichloroimidazole), [H-].[Na+] (sodium hydride), O(C1=CC=CC=C1)C1=CC=C(OCCC2=C(C=CC(=C2)S(=O)(=O)[O-])C)C=C1 (2-[(p-phenoxyphenoxy)-ethyl]p-toluenesulfonate). Solvent: CN(C=O)C (dimethylformamide), CN(C=O)C (dimethylformamide). Reaction conditions: temperature 60 celsius, time 3 hour. Product: O(C1=CC=CC=C1)C1=CC=C(OCCN2C=NC(=C2Cl)Cl)C=C1 (N-[(p-phenoxyphenoxy)-ethyl]-4,5-dichloroimidazole). Isolated yield 80.5%. RXN SMILES: [Cl:1][C:2]1[N:3]=[CH:4][NH:5][C:6]=1[Cl:7].[H-].[Na+].[O:10]([C:17]1[CH:36]=[CH:35][C:20]([O:21][CH2:22][CH2:23]C2C=C(S([O-])(=O)=O)C=CC=2C)=[CH:19][CH:18]=1)[C:11]1[CH:16]=[CH:15][CH:14]=[CH:13][CH:12]=1>CN(C)C=O>[O:10]([C:17]1[CH:18]=[CH:19][C:20]([O:21][CH2:22][CH2:23][N:3]2[C:2]([Cl:1])=[C:6]([Cl:7])[N:5]=[CH:4]2)=[CH:35][CH:36]=1)[C:11]1[CH:12]=[CH:13][CH:14]=[CH:15][CH:16]=1 |f:1.2|. Procedure: A mixture of 8.43 g of 4,5-dichloroimidazole, 80 ml of dimethylformamide and 1.83 g of sodium hydride is heated, with stirring, for 3 hours at 60° C. Subsequently, a solution of 23.04 g of 2-[(p-phenoxyphenoxy)-ethyl]p-toluenesulfonate in 40 ml of dimethylformamide is dripped in. The mixture is heated for 12 hours at 100° C., cooled, poured into 50 ml of ice water, and extracted several times with ethyl acetate, and the combined extracts are washed first with 5% strength aqueous sodium hydroxide... The reactants are [Si](C1=CC=CC=C1)(C1=CC=CC=C1)(C(C)(C)C)OCC1=C(C(=C2C(=N1)C(=NO2)C(=O)OCC)Cl)N2C[C@H](O[C@H](C2)C)C (ethyl 5-((tert-butyldiphenylsilyloxy)methyl)-7-chloro-6-((2R,6S)-2,6-dimethylmorpholino)isoxazolo[4,5-b]pyridine-3-carboxylate), [Si](C1=CC=CC=C1)(C1=CC=CC=C1)(C(C)(C)C)OCC1=C(C(=C2C(=N1)C(=NO2)C(=O)OCC)Cl)N2C[C@H](O[C@H](C2)C)C (ethyl 5-((tert-butyldiphenylsilyloxy)methyl)-7-chloro-6-((2R,6S)-2,6-dimethylmorpholino)isoxazolo[4,5-b]pyridine-3-carboxylate), C(C1=CC=CC=C1)N (benzylamine). The product is C(C1=CC=CC=C1)NC(=O)C1=NOC=2C1=NC(=C(C2Cl)N2C[C@H](O[C@H](C2)C)C)CO[Si](C2=CC=CC=C2)(C2=CC=CC=C2)C(C)(C)C (N-Benzyl-5-((tert-butyldiphenylsilyloxy)methyl)-7-chloro-6-((2R,6S)-2,6-dimethylmorpholino)isoxazolo[4,5-b]pyridine-3-carboxamide). As a reaction SMILES: [Si:1]([O:18][CH2:19][C:20]1[N:25]=[C:24]2[C:26]([C:29]([O:31]CC)=O)=[N:27][O:28][C:23]2=[C:22]([Cl:34])[C:21]=1[N:35]1[CH2:40][C@H:39]([CH3:41])[O:38][C@H:37]([CH3:42])[CH2:36]1)([C:14]([CH3:17])([CH3:16])[CH3:15])([C:8]1[CH:13]=[CH:12][CH:11]=[CH:10][CH:9]=1)[C:2]1[CH:7]=[CH:6][CH:5]=[CH:4][CH:3]=1.[CH2:43]([NH2:50])[C:44]1[CH:49]=[CH:48][CH:47]=[CH:46][CH:45]=1>>[CH2:43]([NH:50][C:29]([C:26]1[C:24]2=[N:25][C:20]([CH2:19][O:18][Si:1]([C:14]([CH3:17])([CH3:16])[CH3:15])([C:2]3[CH:7]=[CH:6][CH:5]=[CH:4][CH:3]=3)[C:8]3[CH:9]=[CH:10][CH:11]=[CH:12][CH:13]=3)=[C:21]([N:35]3[CH2:36][C@H:37]([CH3:42])[O:38][C@H:39]([CH3:41])[CH2:40]3)[C:22]([Cl:34])=[C:23]2[O:28][N:27]=1)=[O:31])[C:44]1[CH:49]=[CH:48][CH:47]=[CH:46][CH:45]=1. Procedure details: Starting material: ethyl 5-((tert-butyldiphenylsilyloxy)methyl)-7-chloro-6-((2R,6S)-2,6-dimethylmorpholino)isoxazolo[4,5-b]pyridine-3-carboxylate (Intermediate 211) and benzylamine.